From a dataset of the Open Reaction Database (ORD), a public repository of structured organic reaction records. describe an organic reaction: reactants, conditions, products, and yield The reactants are CCOC(C)=O, [I-], [Li+], COC(=O)C(C)n1ccc2c([N+](=O)[O-])cccc2c1=O. Product: CC(C(=O)O)n1ccc2c([N+](=O)[O-])cccc2c1=O. Reaction SMILES: [CH3:23][CH2:24][O:25][C:26](=[O:27])[CH3:28].[I-:21].[Li+:22].[N+:1](=[O:2])([O-:3])[c:4]1[c:5]2[cH:6][cH:7][n:8]([CH:15]([C:16](=[O:17])[O:18][CH3:19])[CH3:20])[c:9](=[O:14])[c:10]2[cH:11][cH:12][cH:13]1>>[N+:1](=[O:2])([O-:3])[c:4]1[c:5]2[cH:6][cH:7][n:8]([CH:15]([C:16](=[O:17])[OH:18])[CH3:20])[c:9](=[O:14])[c:10]2[cH:11][cH:12][cH:13]1. The reactants are C(=O)(OC)C=1C=C(C=CC1)C1=CC=C(C=C1)CN1C(=NC(=C1CO)Cl)CCCC (1-[(3'-carbomethoxybiphenyl-4-yl)methyl]-2-butyl-4-chloro-5-hydroxymethylimidazole), S(O)(O)(=O)=O (sulfuric acid), CO (methanol). Procedure: A solution of 5.00 g of 1-[(3'-carbomethoxybiphenyl-4-yl)methyl]-2-butyl-4-chloro-5-hydroxymethylimidazole and 1.0 mL of conc. sulfuric acid in 200 mL of methanol was refluxed for 20 hours. After cooling, the solvent was removed in vacuo, and the residue was poured into saturated sodium bicarbonate solution. The resulting mixture was extracted with methylene chloride, and the combined organic phases were washed with water and brine, dried over anhydrous sodium sulfate, filtered, and concentrated... As a reaction SMILES: [C:1]([C:5]1[CH:6]=[C:7]([C:11]2[CH:16]=[CH:15][C:14]([CH2:17][N:18]3[C:22]([CH2:23][OH:24])=[C:21]([Cl:25])[N:20]=[C:19]3[CH2:26][CH2:27][CH2:28][CH3:29])=[CH:13][CH:12]=2)[CH:8]=[CH:9][CH:10]=1)([O:3][CH3:4])=[O:2].S(=O)(=O)(O)O.[CH3:35]O>>[C:1]([C:5]1[CH:6]=[C:7]([C:11]2[CH:12]=[CH:13][C:14]([CH2:17][N:18]3[C:22]([CH2:23][O:24][CH3:35])=[C:21]([Cl:25])[N:20]=[C:19]3[CH2:26][CH2:27][CH2:28][CH3:29])=[CH:15][CH:16]=2)[CH:8]=[CH:9][CH:10]=1)([O:3][CH3:4])=[O:2]. Product: C(=O)(OC)C=1C=C(C=CC1)C1=CC=C(C=C1)CN1C(=NC(=C1COC)Cl)CCCC (1-[(3'-carbomethoxybiphenyl-4-yl)methyl]-2-butyl-4-chloro-5-methoxymethylimidazole). Starting materials: O=C1CN(CCN1)C(=O)OC(C)(C)C (tert-Butyl 3-Oxopiperazine-1-carboxylate), BrC=1C=CC(=NC1)[N+](=O)[O-] (5-bromo-2-nitropyridine), CC1(C2=C(C(=CC=C2)P(C3=CC=CC=C3)C4=CC=CC=C4)OC5=C(C=CC=C51)P(C6=CC=CC=C6)C7=CC=CC=C7)C (Xantphos), C(=O)([O-])[O-].[Cs+].[Cs+] (Cs2CO3). The reagents and catalysts are C(C)(=O)O[Pd]OC(C)=O (diacetoxypalladium). Run in O1CCOCC1 (1,4-dioxane). Run at temperature 120 celsius. Yields the product [N+](=O)([O-])C1=CC=C(C=N1)N1C(CN(CC1)C(=O)OC(C)(C)C)=O (tert-Butyl 4-(6-Nitropyridin-3-yl)-3-oxopiperazine-1-carboxylate). The yield is 54.6%. RXN SMILES: [O:1]=[C:2]1[NH:7][CH2:6][CH2:5][N:4]([C:8]([O:10][C:11]([CH3:14])([CH3:13])[CH3:12])=[O:9])[CH2:3]1.Br[C:16]1[CH:17]=[CH:18][C:19]([N+:22]([O-:24])=[O:23])=[N:20][CH:21]=1.CC1(C)C2C(=C(P(C3C=CC=CC=3)C3C=CC=CC=3)C=CC=2)OC2C(P(C3C=CC=CC=3)C3C=CC=CC=3)=CC=CC1=2.C([O-])([O-])=O.[Cs+].[Cs+]>O1CCOCC1.C(O[Pd]OC(=O)C)(=O)C>[N+:22]([C:19]1[N:20]=[CH:21][C:16]([N:7]2[CH2:6][CH2:5][N:4]([C:8]([O:10][C:11]([CH3:14])([CH3:13])[CH3:12])=[O:9])[CH2:3][C:2]2=[O:1])=[CH:17][CH:18]=1)([O-:24])=[O:23] |f:3.4.5|. Procedure details: A microwave vial was charged with 332a (1.5 g, 7.5 mmol) in 30 mL of anhydrous 1,4-dioxane, 5-bromo-2-nitropyridine (1.27 g, 6.25 mmol), diacetoxypalladium (71.8 mg, 0.32 mmol), Xantphos (278 mg, 0.48 mmol), and Cs2CO3 (2.04 g, 6.25 mmol). After three cycles of vacuum/argon flash, it was heated at 120° C. under microwave irradiation for 1.5 h. The reaction mixture was filtered and the filtrate was evaporated in vacuum. The residue was purified by silica gel-column chromatography eluting with 3:1... Product: ClC1=CC=C(OCC=2N(C3=CC=CC=C3C2)CCC2CCN(CC2)C(C2=CC=CC=C2)(C2=CC=CC=C2)C2=CC=CC=C2)C=C1 (2-[(4-chlorophenoxy)methyl]-1-[2-(1-tritylpiperidin-4-yl)ethyl]-1H-indole). Run at time 30 minute. As a reaction SMILES: [OH:1][CH2:2][C:3]1[N:4]([CH2:12][CH2:13][CH:14]2[CH2:19][CH2:18][N:17]([C:20]([C:33]3[CH:38]=[CH:37][CH:36]=[CH:35][CH:34]=3)([C:27]3[CH:32]=[CH:31][CH:30]=[CH:29][CH:28]=3)[C:21]3[CH:26]=[CH:25][CH:24]=[CH:23][CH:22]=3)[CH2:16][CH2:15]2)[C:5]2[C:10]([CH:11]=1)=[CH:9][CH:8]=[CH:7][CH:6]=2.[H-].[Na+].[Cl:41][C:42]1[CH:47]=[CH:46][C:45](F)=[CH:44][CH:43]=1>CN(C)C=O>[Cl:41][C:42]1[CH:47]=[CH:46][C:45]([O:1][CH2:2][C:3]2[N:4]([CH2:12][CH2:13][CH:14]3[CH2:19][CH2:18][N:17]([C:20]([C:33]4[CH:38]=[CH:37][CH:36]=[CH:35][CH:34]=4)([C:27]4[CH:28]=[CH:29][CH:30]=[CH:31][CH:32]=4)[C:21]4[CH:22]=[CH:23][CH:24]=[CH:25][CH:26]=4)[CH2:16][CH2:15]3)[C:5]3[C:10]([CH:11]=2)=[CH:9][CH:8]=[CH:7][CH:6]=3)=[CH:44][CH:43]=1 |f:1.2|. Run in CN(C=O)C (N,N-dimethylformamide). Procedure details: Under an argon atmosphere 2-hydroxymethyl-1-[2-(1-tritylpiperidin-4-yl)ethyl]-1H-indole (3.91 g, 7.81 mmol) was dissolved in about 10 ml of N,N-dimethylformamide. The resulting solution was then placed in an ice bath and sodium hydride (0.468 g, 11.71 mmol) was added and the resulting mixture was stirred at room temperature for about 30 minutes. To the reaction mixture 1-chloro-4-fluorobenzene (0.915 ml, 1.12 g, 8.59 mmol) was added and the resulting mixture was stirred at room temperature for a... The reactants are [H-].[Na+] (sodium hydride), OCC=1N(C2=CC=CC=C2C1)CCC1CCN(CC1)C(C1=CC=CC=C1)(C1=CC=CC=C1)C1=CC=CC=C1 (2-hydroxymethyl-1-[2-(1-tritylpiperidin-4-yl)ethyl]-1H-indole), ClC1=CC=C(C=C1)F (1-chloro-4-fluorobenzene). The reactants are C1(=CC=CC=C1)C1=NC=2C(CCCC2C=C1)C(=O)N (2-Phenyl-5,6,7,8-tetrahydroquinoline-8-carboxamide), P12(=S)SP3(=S)SP(=S)(S1)SP(=S)(S2)S3 (P2S5). Run in N1=CC=CC=C1 (pyridine). Product: C(#N)C1CCCC=2C=CC(=NC12)C1=CC=CC=C1 (8-cyano-2-phenyl-5,6,7,8-tetrahydroquinoline). Isolated yield 16.2%. As a reaction SMILES: [C:1]1([C:7]2[CH:16]=[CH:15][C:14]3[CH2:13][CH2:12][CH2:11][CH:10]([C:17]([NH2:19])=O)[C:9]=3[N:8]=2)[CH:6]=[CH:5][CH:4]=[CH:3][CH:2]=1.P12(SP3(SP(SP(S3)(S1)=S)(=S)S2)=S)=S>N1C=CC=CC=1>[C:17]([CH:10]1[C:9]2[N:8]=[C:7]([C:1]3[CH:6]=[CH:5][CH:4]=[CH:3][CH:2]=3)[CH:16]=[CH:15][C:14]=2[CH2:13][CH2:12][CH2:11]1)#[N:19]. Procedure: 2-Phenyl-5,6,7,8-tetrahydroquinoline-8-carboxamide (8 g.) was dissolved in pyridine (20 ml.), treated with P2S5 (5.2 g.) and the mixture heated at reflux temperature for 30 minutes. The solvent was removed in vacuo and the residual oil dissolved in dilute HCl, washed with ether (2 × 50 ml.) and the washings discarded. The aqueous solution was made basic, extracted into chloroform (3 × 50 ml.) and the combined extracts dried and evaporated to dryness. The residual oil was chromatographed on silic...